From a dataset of the Open Reaction Database (ORD), a public repository of structured organic reaction records. describe an organic reaction: reactants, conditions, products, and yield The reactants are COC1=C(C(=O)O)C=C(C=C1)C1=NN=NN1 (2-methoxy-5-(1H-tetrazol-5-yl)benzoic acid), Cl.C(C)OCCN1C(=NC2=C1C=CC=C2)N2CCN(CCC2)CCC2(CNCC2)C2=CC=CC=C2 (3-(2-(4-(1-(2-ethoxyethyl)-1H-benzimidazol-2-yl)[1,4]diazepan-1-yl)ethyl)-3-phenylpyrrolidine hydrochloric acid salt). Solvent: ClCCl.CO (dichloromethane methanol), ClCCl.CO (dichloromethane methanol). Yields the product COC1=C(C(=O)N2CC(CC2)(C2=CC=CC=C2)CCN2CCN(CCC2)C2=NC3=C(N2CCOCC)C=CC=C3)C=C(C=C1)C1=NN=NN1 (1-(2-Methoxy-5-(1H-tetrazol-5-yl)benzoyl)-3-(2-(4-(1-(2-ethoxyethyl)-1H-benzimidazol-2-yl)[1,4]diazepan-1-yl)ethyl)-3-phenylpyrrolidine). RXN SMILES: [CH3:1][O:2][C:3]1[CH:11]=[CH:10][C:9]([C:12]2[NH:16][N:15]=[N:14][N:13]=2)=[CH:8][C:4]=1[C:5]([OH:7])=O.Cl.[CH2:18]([O:20][CH2:21][CH2:22][N:23]1[C:27]2[CH:28]=[CH:29][CH:30]=[CH:31][C:26]=2[N:25]=[C:24]1[N:32]1[CH2:38][CH2:37][CH2:36][N:35]([CH2:39][CH2:40][C:41]2([C:46]3[CH:51]=[CH:50][CH:49]=[CH:48][CH:47]=3)[CH2:45][CH2:44][NH:43][CH2:42]2)[CH2:34][CH2:33]1)[CH3:19]>ClCCl.CO>[CH3:1][O:2][C:3]1[CH:11]=[CH:10][C:9]([C:12]2[NH:16][N:15]=[N:14][N:13]=2)=[CH:8][C:4]=1[C:5]([N:43]1[CH2:44][CH2:45][C:41]([CH2:40][CH2:39][N:35]2[CH2:36][CH2:37][CH2:38][N:32]([C:24]3[N:23]([CH2:22][CH2:21][O:20][CH2:18][CH3:19])[C:27]4[CH:28]=[CH:29][CH:30]=[CH:31][C:26]=4[N:25]=3)[CH2:33][CH2:34]2)([C:46]2[CH:51]=[CH:50][CH:49]=[CH:48][CH:47]=2)[CH2:42]1)=[O:7] |f:1.2,3.4|. Procedure details: Prepare by the method of Example 56.1 using 2-methoxy-5-(1H-tetrazol-5-yl)benzoic acid and 3-(2-(4-(1-(2-ethoxyethyl)-1H-benzimidazol-2-yl)[1,4]diazepan-1-yl)ethyl)-3-phenylpyrrolidine hydrochloric acid salt (prepared from (−)-3-(2-hydroxyethyl)-3-phenylpyrrolidine(R,R)-di-p-anisoyltartaric acid salt) to give, after chromatography on silica gel eluting sequentially with dichloromethane/methanol/concentrated ammonium hydroxide) 95/5/0.1 dichloromethane/methanol/concentrated ammonium hydroxide) 80... The reactants are ClC1=NC=C(C=C1C(=O)N[C@@H](C)C1=CC=C(C(=O)OC)C=C1)Cl (Methyl 4-((1S)-1-{[(2,5-dichloropyridin-3-yl)carbonyl]amino}ethyl)benzoate), C1=NC=CC2=CC=C(C=C12)O (isoquinolin-7-ol). Product: ClC=1C=C(C(=NC1)OC1=CC=C2C=CN=CC2=C1)C(=O)N[C@@H](C)C1=CC=C(C(=O)OC)C=C1 (Methyl 4-[(1S)-1-({[5-chloro-2-(isoquinolin-7-yloxy)pyridin-3-yl]carbonyl}amino)ethyl]benzoate). Reaction SMILES: Cl[C:2]1[C:7]([C:8]([NH:10][C@H:11]([C:13]2[CH:22]=[CH:21][C:16]([C:17]([O:19][CH3:20])=[O:18])=[CH:15][CH:14]=2)[CH3:12])=[O:9])=[CH:6][C:5]([Cl:23])=[CH:4][N:3]=1.[CH:24]1[C:33]2[C:28](=[CH:29][CH:30]=[C:31]([OH:34])[CH:32]=2)[CH:27]=[CH:26][N:25]=1>>[Cl:23][C:5]1[CH:6]=[C:7]([C:8]([NH:10][C@H:11]([C:13]2[CH:22]=[CH:21][C:16]([C:17]([O:19][CH3:20])=[O:18])=[CH:15][CH:14]=2)[CH3:12])=[O:9])[C:2]([O:34][C:31]2[CH:32]=[C:33]3[C:28]([CH:27]=[CH:26][N:25]=[CH:24]3)=[CH:29][CH:30]=2)=[N:3][CH:4]=1. Procedure details: The title compound was prepared according to the procedure described in step 2 of Example 45 methyl 4-((1S)-1-{[(2,5-dichloropyridin-3-yl)carbonyl]amino}ethyl)benzoate (step 1 of Example 48) and isoquinolin-7-ol: 1H-NMR (CDCl3) δ 9.27 (1H, s), 8.59 (2H, m), 8.13–8.10 (2H, m), 8.00 (2H, d, J=8.4 Hz), 7.94 (1H, d, J=8.9 Hz), 7.74 (2H, m), 7.50 (1H, dd, J=8.9, 2.3 Hz), 7.45 (2H, d, J=8.4 Hz), 5.40 (1H, m), 3.89 (3H, s), 1.61 (3H, d, J=7.0 Hz). Reactants: C1CC(=O)N(C1=O)Br (NBS), OC(C1CCC(CC1)C(=O)OCC)C=1SC=CN1 (ethyl 4-[hydroxy(1,3-thiazol-2-yl)methyl]cyclohexanecarboxylate). Solvent: CN(C)C=O (DMF). Reaction conditions: temperature 55 celsius. The product is BrC1=CN=C(S1)C([C@@H]1CC[C@H](CC1)C(=O)OCC)O (racemic ethyl trans-4-[(5-bromo-1,3-thiazol-2-yl)(hydroxy)methyl]cyclohexanecarboxylate), BrC1=CN=C(S1)C([C@H]1CC[C@H](CC1)C(=O)OCC)O (racemic ethyl cis-4-[(5-bromo-1,3-thiazol-2-yl)(hydroxy)methyl]cyclohexanecarboxylate). RXN SMILES: [OH:1][CH:2]([C:14]1[S:15][CH:16]=[CH:17][N:18]=1)[CH:3]1[CH2:8][CH2:7][CH:6]([C:9]([O:11][CH2:12][CH3:13])=[O:10])[CH2:5][CH2:4]1.C1C(=O)N([Br:26])C(=O)C1>CN(C=O)C>[Br:26][C:16]1[S:15][C:14]([CH:2]([OH:1])[C@H:3]2[CH2:8][CH2:7][C@H:6]([C:9]([O:11][CH2:12][CH3:13])=[O:10])[CH2:5][CH2:4]2)=[N:18][CH:17]=1.[Br:26][C:16]1[S:15][C:14]([CH:2]([OH:1])[C@@H:3]2[CH2:8][CH2:7][C@H:6]([C:9]([O:11][CH2:12][CH3:13])=[O:10])[CH2:5][CH2:4]2)=[N:18][CH:17]=1. Procedure: The crude mixture of ethyl 4-[hydroxy(1,3-thiazol-2-yl)methyl]cyclohexanecarboxylate (34 g) was diluted with DMF (220 mL) and NBS (23 g, 129 mmol) was added. The resulting mixture was heated to 55° C. and stirred until the starting materials were consumed, at which point the heating mantle was removed. Water (220 mL) containing sodium sulfite (10 g) was added followed by EtOAc. The layers were separated, the organics washed a second time with water, then dried with MgSO4, filtered and concentrat... The reactants are NC1=CC=CC=C1 (Aniline), BrC(C(=O)OCC)C(=O)OCC (diethyl bromomalonate). Solvent: C1=CC=CC=C1 (benzene). Yields the product N(C1=CC=CC=C1)C(C(=O)OCC)C(=O)OCC (diethyl anilinomalonate). The yield is 29.9%. As a reaction SMILES: [NH2:1][C:2]1[CH:7]=[CH:6][CH:5]=[CH:4][CH:3]=1.Br[CH:9]([C:15]([O:17][CH2:18][CH3:19])=[O:16])[C:10]([O:12][CH2:13][CH3:14])=[O:11]>C1C=CC=CC=1>[NH:1]([CH:9]([C:10]([O:12][CH2:13][CH3:14])=[O:11])[C:15]([O:17][CH2:18][CH3:19])=[O:16])[C:2]1[CH:7]=[CH:6][CH:5]=[CH:4][CH:3]=1. Reported procedure: Aniline (18.6 g) was dissolved in dry benzene (125 ml), and diethyl bromomalonate (23.9 g) was added. The mixture was heated under reflux for 37 hours with stirring. The reaction mixture was washed with dilute hydrochloric acid to remove the unreacted aniline. The benzene layer was washed with water three times, and dried over anhydrous magnesium sulfate. The solvent was distilled off under reduced pressure. The residue was purified by silica gel column chromatography using hexane/ethyl acetate ... Starting materials: CCCCc1ccc(CNC(=O)OC(C)(C)C)c(=O)[nH]1, CC(C)(C)OC(=O)c1ccccc1-c1ccc(CBr)cc1, [Li]CCCC, C1CCOC1. Yields the product CCCCc1ccc(CNC(=O)OC(C)(C)C)c(=O)n1Cc1ccc(-c2ccccc2C(=O)OC(C)(C)C)cc1. RXN SMILES: [C:1]([CH3:2])([CH3:3])([CH3:4])[O:5][C:6]([NH:7][CH2:8][c:9]1[c:10](=[O:19])[nH:11][c:12]([CH2:15][CH2:16][CH2:17][CH3:18])[cH:13][cH:14]1)=[O:20].[C:26]([CH3:27])([CH3:28])([CH3:29])[O:30][C:31](=[O:32])[c:33]1[c:34](-[c:39]2[cH:40][cH:41][c:42]([CH2:45][Br:46])[cH:43][cH:44]2)[cH:35][cH:36][cH:37][cH:38]1.[CH2:21]([Li:22])[CH2:23][CH2:24][CH3:25].[CH2:47]1[O:48][CH2:49][CH2:50][CH2:51]1>>[C:1]([CH3:2])([CH3:3])([CH3:4])[O:5][C:6]([NH:7][CH2:8][c:9]1[c:10](=[O:19])[n:11]([CH2:45][c:42]2[cH:41][cH:40][c:39](-[c:34]3[c:33]([C:31]([O:30][C:26]([CH3:27])([CH3:28])[CH3:29])=[O:32])[cH:38][cH:37][cH:36][cH:35]3)[cH:44][cH:43]2)[c:12]([CH2:15][CH2:16][CH2:17][CH3:18])[cH:13][cH:14]1)=[O:20]. Reactants: CC(=O)Nc1cc(F)ccc1C, O, O=[N+]([O-])O, O=S(=O)(O)O. Product: CC(=O)Nc1cc(F)c([N+](=O)[O-])cc1C. RXN SMILES: [F:1][c:2]1[cH:3][cH:4][c:5]([CH3:12])[c:6]([NH:8][C:9]([CH3:10])=[O:11])[cH:7]1.[OH2:17].[OH:13][N+:14]([O-:15])=[O:16].[S:18](=[O:19])(=[O:20])([OH:21])[OH:22]>>[F:1][c:2]1[c:3]([N+:14](=[O:13])[O-:15])[cH:4][c:5]([CH3:12])[c:6]([NH:8][C:9]([CH3:10])=[O:11])[cH:7]1. The product is BrC1=CC=C(C=C1)SCC(=O)N1CC=2N(CC3=C1C=CC=C3)C(=CC2)C(=O)NCCC2=CC=C(C=C2)O (10-{[(4-BROMOPHENYL)THIO]ACETYL}-N-[2-(4-HYDROXYPHENYL)ETHYL]-10,11-DIHYDRO-5H-PYRROLO[2,1-C][1,4]BENZODIAZEPINE-3-CARBOXAMIDE). Starting materials: ClC(C(=O)C1=CC=C2CN(C3=C(CN21)C=CC=C3)C(CSC3=CC=C(C=C3)Br)=O)(Cl)Cl (2,2,2-Trichloro-1-[10-{[(4-bromophenyl)thio]acetyl}-10,11-dihydro-5H-pyrrolo[2,1-c][1,4]benzodiazepine-3-yl]-ethanone), NCCC1=CC=C(C=C1)O (4-(2-aminoethyl)-phenol). Procedure: The title compound was synthesized in the manner of Example 81 from 2,2,2-trichloro-1-[10-{[(4-bromophenyl)thio]acetyl}-10,11-dihydro-5H-pyrrolo[2,1-c][1,4]benzodiazepine-3-yl]-ethanone of Example 80 and 4-(2-aminoethyl)-phenol, m.p. 168-169° C. MS [(+)ESI, m/z]: 574 [M+H]+ RXN SMILES: ClC(Cl)(Cl)[C:3]([C:5]1[N:14]2[C:8]([CH2:9][N:10]([C:19](=[O:29])[CH2:20][S:21][C:22]3[CH:27]=[CH:26][C:25]([Br:28])=[CH:24][CH:23]=3)[C:11]3[CH:18]=[CH:17][CH:16]=[CH:15][C:12]=3[CH2:13]2)=[CH:7][CH:6]=1)=[O:4].[NH2:32][CH2:33][CH2:34][C:35]1[CH:40]=[CH:39][C:38]([OH:41])=[CH:37][CH:36]=1>>[Br:28][C:25]1[CH:24]=[CH:23][C:22]([S:21][CH2:20][C:19]([N:10]2[C:11]3[CH:18]=[CH:17][CH:16]=[CH:15][C:12]=3[CH2:13][N:14]3[C:5]([C:3]([NH:32][CH2:33][CH2:34][C:35]4[CH:40]=[CH:39][C:38]([OH:41])=[CH:37][CH:36]=4)=[O:4])=[CH:6][CH:7]=[C:8]3[CH2:9]2)=[O:29])=[CH:27][CH:26]=1. Reactants: solution, Cl (hydrochloric acid), CC1=C(CNC(=O)C2=CC=3N(C4=CC=CC=C4SC3C=C2)C(CN2CCCC2)C)C=CC=C1 (N-(2-methylbenzyl)-10-[1-(1-pyrrolidinyl)-2-propyl]-2-phenothiazinecarboxamide). The solvent is C(C)(C)OC(C)C (isopropyl ether), C(C)(=O)OCC (ethyl acetate), C(C)(C)OC(C)C (isopropyl ether). Yields the product Cl.CC1=C(CNC(=O)C2=CC=3N(C4=CC=CC=C4SC3C=C2)C(CN2CCCC2)C)C=CC=C1 (N-(2-methylbenzyl)-10-[1-(1-pyrrolidinyl)-2-propyl]-2-phenothiazinecarboxamide hydrochloride). Reaction SMILES: [ClH:1].[CH3:2][C:3]1[CH:34]=[CH:33][CH:32]=[CH:31][C:4]=1[CH2:5][NH:6][C:7]([C:9]1[CH:22]=[CH:21][C:20]2[S:19][C:18]3[C:13](=[CH:14][CH:15]=[CH:16][CH:17]=3)[N:12]([CH:23]([CH3:30])[CH2:24][N:25]3[CH2:29][CH2:28][CH2:27][CH2:26]3)[C:11]=2[CH:10]=1)=[O:8]>C(OC(C)C)(C)C.C(OCC)(=O)C>[ClH:1].[CH3:2][C:3]1[CH:34]=[CH:33][CH:32]=[CH:31][C:4]=1[CH2:5][NH:6][C:7]([C:9]1[CH:22]=[CH:21][C:20]2[S:19][C:18]3[C:13](=[CH:14][CH:15]=[CH:16][CH:17]=3)[N:12]([CH:23]([CH3:30])[CH2:24][N:25]3[CH2:26][CH2:27][CH2:28][CH2:29]3)[C:11]=2[CH:10]=1)=[O:8] |f:4.5|. Reported procedure: A 3N solution (3 cc) of hydrochloric acid in isopropyl ether is added dropwise in the course of 5 minutes to a solution of N-(2-methylbenzyl)-10-[1-(1-pyrrolidinyl)-2-propyl]-2-phenothiazinecarboxamide, L series (3.2 g), in ethyl acetate (25 cc). The solution is concentrated to dryness at 50° C. under reduced pressure (30 mm Hg; 4 kPa) to give a solid, which is taken up in isopropyl ether (20 cc). It is then drained washed with isopropyl ether (3×5 cc) and dried under reduced pressure (5 mm Hg; ... The reactants are CC(C)(C)[Si](Cl)(c1ccccc1)c1ccccc1, CN(C)C=O, O, O=Cc1ccc(OCCO)cc1, c1c[nH]cn1. Product: CC(C)(C)[Si](OCCOc1ccc(C=O)cc1)(c1ccccc1)c1ccccc1. As a reaction SMILES: [C:18]([CH3:19])([CH3:20])([CH3:21])[Si:22]([c:23]1[cH:24][cH:25][cH:26][cH:27][cH:28]1)([c:29]1[cH:30][cH:31][cH:32][cH:33][cH:34]1)[Cl:35].[CH3:37][N:38]([CH3:39])[CH:40]=[O:41].[OH2:36].[OH:1][CH2:2][CH2:3][O:4][c:5]1[cH:6][cH:7][c:8]([CH:9]=[O:10])[cH:11][cH:12]1.[nH:13]1[cH:14][cH:15][n:16][cH:17]1>>[O:1]([CH2:2][CH2:3][O:4][c:5]1[cH:6][cH:7][c:8]([CH:9]=[O:10])[cH:11][cH:12]1)[Si:22]([C:18]([CH3:19])([CH3:20])[CH3:21])([c:23]1[cH:24][cH:25][cH:26][cH:27][cH:28]1)[c:29]1[cH:30][cH:31][cH:32][cH:33][cH:34]1.